Dataset: the Open Reaction Database (ORD), a public repository of structured organic reaction records. Task: describe an organic reaction: reactants, conditions, products, and yield Reactants: FC=1C=C(C=CC1)[Mg]Br (3-fluorophenylmagnesium bromide), O1C(OCC1)CC=1C=C(COC=2C=C(C=O)C=CC2)C=CC1 (3-((3-((1,3-dioxolan-2-yl)methyl)benzyl)oxy)-benzaldehyde), O1C(OCC1)CCCCCCCCOC=1C=C(C=O)C=CC1 (3-(8-(1,3-dioxolan-2-yl)octyloxy)benzaldehyde). Product: O1C(OCC1)CC=1C=C(COC=2C=C(C=CC2)C(O)C2=CC(=CC=C2)F)C=CC1 ((3-((3-((1,3-Dioxolan-2-yl)methyl)benzyl)oxy)phenyl)(3-fluorophenyl)methanol). RXN SMILES: [F:1][C:2]1[CH:3]=[C:4]([Mg]Br)[CH:5]=[CH:6][CH:7]=1.[O:10]1[CH2:14][CH2:13][O:12][CH:11]1[CH2:15][C:16]1[CH:17]=[C:18]([CH:29]=[CH:30][CH:31]=1)[CH2:19][O:20][C:21]1[CH:22]=[C:23]([CH:26]=[CH:27][CH:28]=1)[CH:24]=[O:25].O1CCOC1CCCCCCCCOC1C=C(C=CC=1)C=O>>[O:10]1[CH2:14][CH2:13][O:12][CH:11]1[CH2:15][C:16]1[CH:17]=[C:18]([CH:29]=[CH:30][CH:31]=1)[CH2:19][O:20][C:21]1[CH:22]=[C:23]([CH:24]([C:4]2[CH:5]=[CH:6][CH:7]=[C:2]([F:1])[CH:3]=2)[OH:25])[CH:26]=[CH:27][CH:28]=1. Procedure details: The title compound was prepared as described in Example 10 Step 2 with 3-fluorophenylmagnesium bromide and 3-((3-((1,3-dioxolan-2-yl)methyl)benzyl)oxy)-benzaldehyde replacing 2-thienylmagnesium bromide and 3-(8-(1,3-dioxolan-2-yl)octyloxy)benzaldehyde, respectively. Starting materials: OC=1C=CC(=C2C=CC=NC12)C[C@H](N)C(=O)O (3-(8-hydroxyquinolin-5-yl)alanine), S(=O)(Cl)Cl (thionyl chloride), C(C)O (ethanol). Solvent: N#N (N2). Conditions: temperature 0 celsius, time 30 minute. Product: C(C)OC([C@@H](N)CC1=C2C=CC=NC2=C(C=C1)O)=O (3-(8-hydroxyquinolin-5-yl)alanine ethyl ester). The yield is 92.0%. RXN SMILES: [OH:1][C:2]1[CH:3]=[CH:4][C:5]([CH2:12][C@@H:13]([C:15]([OH:17])=[O:16])[NH2:14])=[C:6]2[C:11]=1[N:10]=[CH:9][CH:8]=[CH:7]2.S(Cl)(Cl)=O.[CH2:22](O)[CH3:23]>N#N>[CH2:22]([O:16][C:15](=[O:17])[C@H:13]([CH2:12][C:5]1[CH:4]=[CH:3][C:2]([OH:1])=[C:11]2[C:6]=1[CH:7]=[CH:8][CH:9]=[N:10]2)[NH2:14])[CH3:23]. Reported procedure: To a stirred slurry of DL-3-(8-hydroxyquinolin-5-yl)alanine (HLM8) (2.19 g, 7.04 mmol) in absolute ethanol (26 ml) at 0° C., with protection from atmospheric moisture by CaCl2 tube in N2, thionyl chloride was added dropwise (1.1 ml, 14.1 mmol). The reaction mixture was stirred at 0° C. for 30 minutes and at room temperature for 30 minutes, and then refluxed overnight. The solution was evaporated to dryness in vacuum. The residue was dissolved in absolute ethanol and reevaporated to dryness. To e... Reactants: ClC(Cl)Cl, O=[N+]([O-])O, COc1ccc2c(O)cc(=O)oc2c1. The product is COc1ccc2c(O)c([N+](=O)[O-])c(=O)oc2c1. As a reaction SMILES: [CH:19]([Cl:20])([Cl:21])[Cl:22].[OH:1][N+:2]([O-:3])=[O:4].[OH:5][c:6]1[cH:7][c:8](=[O:18])[o:9][c:10]2[cH:11][c:12]([O:16][CH3:17])[cH:13][cH:14][c:15]12>>[O-:1][N+:2](=[O:4])[c:7]1[c:6]([OH:5])[c:15]2[c:10]([o:9][c:8]1=[O:18])[cH:11][c:12]([O:16][CH3:17])[cH:13][cH:14]2.